This data is from the Open Reaction Database (ORD), a public repository of structured organic reaction records. The task is: describe an organic reaction: reactants, conditions, products, and yield Reactants: NC1=C(C(=O)OC)C=CC(=C1)Cl (Methyl 2-amino-4-chlorobenzoate), C(C1=CC=CC=C1)OC1=CC=C(C=C1)S(=O)(=O)Cl (4-benzyloxybenzenesulfonyl chloride), N1=CC=CC=C1 (pyridine). Solvent: C(Cl)Cl (DCM). Reaction conditions: time 8 hour. Product: COC(C1=C(C=C(C=C1)Cl)NS(=O)(=O)C1=CC=C(C=C1)OCC1=CC=CC=C1)=O (2-(4-benzyloxybenzene-sulfonylamino)-4-chloro-benzoic acid methyl ester). RXN SMILES: [NH2:1][C:2]1[CH:11]=[C:10]([Cl:12])[CH:9]=[CH:8][C:3]=1[C:4]([O:6][CH3:7])=[O:5].[CH2:13]([O:20][C:21]1[CH:26]=[CH:25][C:24]([S:27](Cl)(=[O:29])=[O:28])=[CH:23][CH:22]=1)[C:14]1[CH:19]=[CH:18][CH:17]=[CH:16][CH:15]=1.N1C=CC=CC=1>C(Cl)Cl>[CH3:7][O:6][C:4](=[O:5])[C:3]1[CH:8]=[CH:9][C:10]([Cl:12])=[CH:11][C:2]=1[NH:1][S:27]([C:24]1[CH:23]=[CH:22][C:21]([O:20][CH2:13][C:14]2[CH:15]=[CH:16][CH:17]=[CH:18][CH:19]=2)=[CH:26][CH:25]=1)(=[O:29])=[O:28]. Reported procedure: Methyl 2-amino-4-chlorobenzoate (2.5 g, 13.3 mmol) is added to a solution of 2.5 g (8.84 mmol) of the title B compound, 4-benzyloxybenzenesulfonyl chloride in 50 mL of DCM, then 1.4 g (1.43 mL, 17.68 mmol) of pyridine is added. The mixture is stirred overnight at RT. The organic solution is then washed with water and brine, dried over anhydrous magnesium sulfate, filtered, and concentrated under vacuum to a slightly red solid. The solid is adsorbed on 13 g of silica gel and chromatographed (Flas... The reactants are alkylated acetals, BrCCO (2-bromoethanol), CCN(CC)P1(=NC(C)(C)C)N(CCCN1C)C (BEMP), ClC=1C=C(C=CC1Cl)C1=NC(=NN1)C1=CC(=CC=C1)C1OCCO1 (5-(3,4-Dichloro-phenyl)-3-(3-[1,3]dioxolan-2-yl-phenyl)-1H-[1,2,4]triazole). Run in C(C)#N (acetonitrile). The product is ClC=1C=C(C=CC1Cl)C1=NC(=NN1CCO)C=1C=C(C=O)C=CC1 (3-[5-(3,4-Dichloro-phenyl)-1-(2-hydroxy-ethyl)-1H-[1,2,4]triazol-3-yl]-benzaldehyde). Isolated yield 11.0%. As a reaction SMILES: [Cl:1][C:2]1[CH:3]=[C:4]([C:9]2[NH:13][N:12]=[C:11]([C:14]3[CH:19]=[CH:18][CH:17]=[C:16]([CH:20]4[O:24]CCO4)[CH:15]=3)[N:10]=2)[CH:5]=[CH:6][C:7]=1[Cl:8].Br[CH2:26][CH2:27][OH:28].CCN(P1(N(C)CCCN1C)=NC(C)(C)C)CC>C(#N)C>[Cl:1][C:2]1[CH:3]=[C:4]([C:9]2[N:13]([CH2:26][CH2:27][OH:28])[N:12]=[C:11]([C:14]3[CH:15]=[C:16]([CH:17]=[CH:18][CH:19]=3)[CH:20]=[O:24])[N:10]=2)[CH:5]=[CH:6][C:7]=1[Cl:8]. Procedure details: To a solution of 5-(3,4-Dichloro-phenyl)-3-(3-[1,3]dioxolan-2-yl-phenyl)-1H-[1,2,4]triazole mixture of tautomers) (400 mg, 0.31 mmol) in acetonitrile (5 ml) was added 2-bromoethanol (156 μl, 2.21 mmol) and BEMP on poystyrene resin support (2.3 mmol/g, 960 mg). This mixture was shaken at r.t. until the starting material had been consumed (5 d), then aminomethyl polystyrene (1.1 mmol/g, 147 mg) was added and the mixture shaken for a further 2 h at r.t. The mixture was then filtered, washed with ac...